From a dataset of the Open Reaction Database (ORD), a public repository of structured organic reaction records. describe an organic reaction: reactants, conditions, products, and yield Reactants: C(CCO)O (1,3-propanediol), C(CCCCCCCCC)Cl (decyl chloride), [H][H] (hydrogen), C(CCCCCCCCC)OCCCO (3-Hydroxypropyl decyl ether), C(CCCCCCCCC)OCCCO (3-Hydroxypropyl decyl ether), [H-].[Na+] (NaH), [Na+].[I-] (NaI). Solvent: CN(C)C=O (DMF), O (H2O), CN(C)C=O (DMF). Reaction conditions: time 18 hour. Yields the product C(CCCCCCCCC)OCCCCCCCCCC (decyl ether), C(CCCCCCCCC)OCCCO (3-Hydroxypropyl decyl ether). RXN SMILES: [CH2:1]([O:11][CH2:12][CH2:13][CH2:14][OH:15])[CH2:2][CH2:3][CH2:4][CH2:5][CH2:6][CH2:7][CH2:8][CH2:9][CH3:10].[H-].[Na+].[Na+].[I-].C(O)CCO.[H][H].[CH2:27](Cl)[CH2:28][CH2:29][CH2:30][CH2:31][CH2:32][CH2:33]CCC>CN(C=O)C.O>[CH2:1]([O:11][CH2:12][CH2:13][CH2:14][CH2:27][CH2:28][CH2:29][CH2:30][CH2:31][CH2:32][CH3:33])[CH2:2][CH2:3][CH2:4][CH2:5][CH2:6][CH2:7][CH2:8][CH2:9][CH3:10].[CH2:1]([O:11][CH2:12][CH2:13][CH2:14][OH:15])[CH2:2][CH2:3][CH2:4][CH2:5][CH2:6][CH2:7][CH2:8][CH2:9][CH3:10] |f:1.2,3.4|. Reported procedure: 3-Hydroxypropyl decyl ether (Compound 17) To a mixture of NaH (2.6 g, 70 mmol) and anhydrous NaI (9.9 g, 70 mmol) in dry DMF (80 mL) under N2 was added dropwise a solution of 1,3-propanediol (4.75 mL, 70 mmol) in DMF (20 mL). The mixture was stirred until hydrogen evolution had ceased, decyl chloride (1.34 g, 7.6 mmol) was added and stirring was continued at 50° C. for 18 hours. Then, the reaction mixture was poured into H2O (300 mL) and extracted with diethyl ether (3×250 mL). The organic extra... Reactants: C(=O)C=1C=CC(=C(C#N)C1)O[C@@H](CC)C (5-formyl-2-{[(1R)-1-methylpropyl]oxy}benzonitrile), B1(OO1)[O-].O.O.O.O.[Na+] (sodium perborate tetrahydrate). Run in C(C)(=O)O (acetic acid). Run at temperature 50 celsius. Product: C(#N)C=1C=C(C(=O)O)C=CC1O[C@@H](CC)C (3-Cyano-4-{[(1R)-1-methylpropyl]oxy}benzoic acid). The yield is 93.9%. Reaction SMILES: [CH:1]([C:3]1[CH:4]=[CH:5][C:6]([O:11][C@H:12]([CH3:15])[CH2:13][CH3:14])=[C:7]([CH:10]=1)[C:8]#[N:9])=[O:2].B1([O-])O[O:17]1.O.O.O.O.[Na+]>C(O)(=O)C>[C:8]([C:7]1[CH:10]=[C:3]([CH:4]=[CH:5][C:6]=1[O:11][C@H:12]([CH3:15])[CH2:13][CH3:14])[C:1]([OH:17])=[O:2])#[N:9] |f:1.2.3.4.5.6|. Procedure: To a solution of 5-formyl-2-{[(1R)-1-methylpropyl]oxy}benzonitrile (D37) (310 mg, 1.53 mmol) in acetic acid (30 ml) was added sodium perborate tetrahydrate (471 mg, 3.05 mmol), the reaction mixture was heated at 50° C. over the weekend. The reaction mixture was concentrated in vacuo and water (˜50 ml) added, EtOAc (˜30 ml) was added and the layers partitioned, the aq layer was extracted twice more with EtOAc (˜30 ml) and the combined organics evaporated to dryness under reduced pressure to give ... The reactants are COC([C@@H](C)N(C)S(=O)(=O)C1=CC=C(C=C1)OCC#CC)=O ((2R)-2-[(4-but-2-ynyloxy-benzenesulfonyl)-methyl-amino]-propionic acid methyl ester), O.[OH-].[Li+] (lithium hydroxide monohydrate), Cl (HCl). The solvent is C1CCOC1.CO (THF methanol). Run at time 3 hour. Yields the product C(C#CC)OC1=CC=C(C=C1)S(=O)(=O)N(C(C(=O)O)C)C (2-[(4-but-2-ynyloxy-benzenesulfonyl)-methyl-amino]-propionic acid). Yield: 97.9%. RXN SMILES: C[O:2][C:3](=[O:22])[C@H:4]([N:6]([S:8]([C:11]1[CH:16]=[CH:15][C:14]([O:17][CH2:18][C:19]#[C:20][CH3:21])=[CH:13][CH:12]=1)(=[O:10])=[O:9])[CH3:7])[CH3:5].O.[OH-].[Li+].Cl>C1COCC1.CO>[CH2:18]([O:17][C:14]1[CH:13]=[CH:12][C:11]([S:8]([N:6]([CH3:7])[CH:4]([CH3:5])[C:3]([OH:22])=[O:2])(=[O:9])=[O:10])=[CH:16][CH:15]=1)[C:19]#[C:20][CH3:21] |f:1.2.3,5.6|. Procedure details: To a solution of 0.273 g (0.840 mmol) of (2R)-2-[(4-but-2-ynyloxy-benzenesulfonyl)-methyl-amino]-propionic acid methyl ester in 6 mL of THF/methanol (1/1) was added 0.123 g (2.94 mmol) of lithium hydroxide monohydrate and the resulting solution was stirred at room temperature for 3 h. The reaction was then acidified with 5% HCl solution and extracted with chloroform. The combined organics were dried over MgSO4, filtered and concentrated in vacuo to give 0.256 g of 2-[(4-but-2-ynyloxy-benzenesulf... Starting materials: ClC1=NC2=CC=C(C=C2C=C1C(=O)O)Cl (2,6-dichloroquinoline-3-carboxylic acid), N[C@H](C(=O)O)CC1=CC=C(C=C1)OC1=NC2=CC=C(C=C2C=C1)Cl ((S)-2-amino-3-[4-(6-chloro-quinolin-2-yloxy)-phenyl]-propionic acid). Solvent: CS(=O)C (DMSO). Product: C(=O)(O)[C@H](CC1=CC=C(C=C1)OC1=NC2=CC=C(C=C2C=C1)Cl)NC1=NC2=CC=C(C=C2C=C1C(=O)O)Cl (2-{(S)-1-Carboxy-2-[4-(6-chloro-quinolin-2-yloxy)-phenyl]-ethylamino}-6-chloro-quinoline-3-carboxylic acid). As a reaction SMILES: Cl[C:2]1[C:11]([C:12]([OH:14])=[O:13])=[CH:10][C:9]2[C:4](=[CH:5][CH:6]=[C:7]([Cl:15])[CH:8]=2)[N:3]=1.[NH2:16][C@@H:17]([CH2:21][C:22]1[CH:27]=[CH:26][C:25]([O:28][C:29]2[CH:38]=[CH:37][C:36]3[C:31](=[CH:32][CH:33]=[C:34]([Cl:39])[CH:35]=3)[N:30]=2)=[CH:24][CH:23]=1)[C:18]([OH:20])=[O:19]>CS(C)=O>[C:18]([C@@H:17]([NH:16][C:2]1[C:11]([C:12]([OH:14])=[O:13])=[CH:10][C:9]2[C:4](=[CH:5][CH:6]=[C:7]([Cl:15])[CH:8]=2)[N:3]=1)[CH2:21][C:22]1[CH:23]=[CH:24][C:25]([O:28][C:29]2[CH:38]=[CH:37][C:36]3[C:31](=[CH:32][CH:33]=[C:34]([Cl:39])[CH:35]=3)[N:30]=2)=[CH:26][CH:27]=1)([OH:20])=[O:19]. Procedure details: In close analogy to the procedure described in Example 109c, 2,6-dichloroquinoline-3-carboxylic acid is reacted with (S)-2-amino-3-[4-(6-chloro-quinolin-2-yloxy)-phenyl]-propionic acid (prepared by analogy to Example 109a,b) in DMSO to provide the title compound in good yield. The reactants are ClC1=CC=C(C=C1)I (1-chloro-4-iodobenzene), COC(C1=CC=C(C=C1)CN(C(C#CC1=CC=CC=C1)=O)C1=CC=CC=C1)=O (4-{[phenyl-(3-phenyl propynoyl)-amino]-methyl}-benzoic acid methyl ester). The product is COC(C1=CC=C(C=C1)CN1C(/C(/C2=CC=CC=C12)=C(\C1=CC=CC=C1)/C1=CC=C(C=C1)Cl)=O)=O (4-{3-[1-(4-Chloro-phenyl)-1-phenyl-meth-(E)-ylidene]-2-oxo-2,3-dihydro-indol-1-ylmethyl}-benzoic acid methyl ester). As a reaction SMILES: [Cl:1][C:2]1[CH:7]=[CH:6][C:5](I)=[CH:4][CH:3]=1.[CH3:9][O:10][C:11](=[O:36])[C:12]1[CH:17]=[CH:16][C:15]([CH2:18][N:19]([C:30]2[CH:35]=[CH:34][CH:33]=[CH:32][CH:31]=2)[C:20](=[O:29])[C:21]#[C:22][C:23]2[CH:28]=[CH:27][CH:26]=[CH:25][CH:24]=2)=[CH:14][CH:13]=1>>[CH3:9][O:10][C:11](=[O:36])[C:12]1[CH:13]=[CH:14][C:15]([CH2:18][N:19]2[C:30]3[C:35](=[CH:34][CH:33]=[CH:32][CH:31]=3)/[C:21](=[C:22](\[C:5]3[CH:6]=[CH:7][C:2]([Cl:1])=[CH:3][CH:4]=3)/[C:23]3[CH:24]=[CH:25][CH:26]=[CH:27][CH:28]=3)/[C:20]2=[O:29])=[CH:16][CH:17]=1. Reported procedure: The title compound was prepared in analogy to Example 5 starting from 1-chloro-4-iodobenzene (commercially available) and 4-{[phenyl-(3-phenyl propynoyl)-amino]-methyl}-benzoic acid methyl ester. 1H NMR (CDCl3, 300 MHz) δppm 7.97 (d, 1H), 7.25-7.43 (m, 12H), 7.07 (dt, 1H), 6.71 (dt, 1H), 6.61 (d, 1H), 6.54 (d, 1H), 4.97 (s, 2H), 3.89 (s, 3H). Starting materials: C=1C=CC2=C(C1)N=NN2O (HOBt), C(C)(=O)N1CC2(C1)OC1=CC=C(C=C1C(C2)=O)/C=C/C(=O)O ((E)-3-[1′-acetyl-4-oxo-spiro(chromane-2,3′-azetidine)-6-yl]-acrylic acid), TEA, C(CCl)Cl (EDC), NOC1OCCCC1 (NH2OTHP). Solvent: C(Cl)Cl (DCM). Yields the product C(C)(=O)N1CC2(C1)OC1=CC=C(C=C1C(C2)=O)/C=C/C(=O)NOC2OCCCC2 ((E)-3-[1′-acetyl-4-oxo-spiro(chromane-2,3′-azetidine)-6-yl]-N-(tetrahydro-pyran-2-yloxy)-acrylamide). Isolated yield 30.0%. Reaction SMILES: [C:1]([N:4]1[CH2:7][C:6]2([CH2:16][C:15](=[O:17])[C:14]3[C:9](=[CH:10][CH:11]=[C:12](/[CH:18]=[CH:19]/[C:20](O)=[O:21])[CH:13]=3)[O:8]2)[CH2:5]1)(=[O:3])[CH3:2].C(Cl)CCl.C1C=CC2N(O)N=NC=2C=1.[NH2:37][O:38][CH:39]1[CH2:44][CH2:43][CH2:42][CH2:41][O:40]1>C(Cl)Cl>[C:1]([N:4]1[CH2:7][C:6]2([CH2:16][C:15](=[O:17])[C:14]3[C:9](=[CH:10][CH:11]=[C:12](/[CH:18]=[CH:19]/[C:20]([NH:37][O:38][CH:39]4[CH2:44][CH2:43][CH2:42][CH2:41][O:40]4)=[O:21])[CH:13]=3)[O:8]2)[CH2:5]1)(=[O:3])[CH3:2]. Procedure: A suspension of (E)-3-[1′-acetyl-4-oxo-spiro(chromane-2,3′-azetidine)-6-yl]-acrylic acid (100 mg, 0.30 mmol) in DCM (3 ml) was treated with TEA (0.060 ml, 0.49 mmol) and then with EDC (94 mg, 0.49 mmol), HOBt (67 mg, 0.49 mmol) and NH2OTHP (50 mg, 0.43 mmol) following the procedure described in Example 30, Step B, giving (E)-3-[1′-acetyl-4-oxo-spiro(chromane-2,3′-azetidine)-6-yl]-N-(tetrahydro-pyran-2-yloxy)-acrylamide (36 mg) as a white solid. The reactants are CS(=O)(=O)C1=CC=C(C=C1)N1N=CC=C1CO ([2-(4-methanesulfonyl-phenyl)-2H-pyrazol-3-yl]-methanol), C1(=CC=CC=C1)P(=O)(C1=CC=CC=C1)N=[N+]=[N-] (diphenylphosphoryl azide), N12CCCCCC2=NCCC1 (1,8-diazabicyclo[5.4.0]undec-7-ene). The solvent is C1CCOC1 (THF). Run at time 8 hour. Product: N(=[N+]=[N-])CC1=CC=NN1C1=CC=C(C=C1)S(=O)(=O)C (5-azidomethyl-1-(4-methanesulfonyl-phenyl)-1H-pyrazole). As a reaction SMILES: [CH3:1][S:2]([C:5]1[CH:10]=[CH:9][C:8]([N:11]2[C:15]([CH2:16]O)=[CH:14][CH:13]=[N:12]2)=[CH:7][CH:6]=1)(=[O:4])=[O:3].C1(P([N:32]=[N+:33]=[N-:34])(C2C=CC=CC=2)=O)C=CC=CC=1.N12CCCN=C1CCCCC2>C1COCC1>[N:32]([CH2:16][C:15]1[N:11]([C:8]2[CH:9]=[CH:10][C:5]([S:2]([CH3:1])(=[O:4])=[O:3])=[CH:6][CH:7]=2)[N:12]=[CH:13][CH:14]=1)=[N+:33]=[N-:34]. Procedure details: To a solution of [2-(4-methanesulfonyl-phenyl)-2H-pyrazol-3-yl]-methanol (4 mmol) and diphenylphosphoryl azide (0.95 mL, 4.4 mmol, 1.1 equiv) in THF (10 mL) at rt was added 1,8-diazabicyclo[5.4.0]undec-7-ene (0.6 mL, 4.4 mmol, 1.2 equiv). The resulting solution was stirred overnight, concentrated and chromatographically purified (15% ethyl acetate in hexanes) to give 5-azidomethyl-1-(4-methanesulfonyl-phenyl)-1H-pyrazole (0.344 g, 31% based on 4-(methylsulfonyl)phenylhydrazine hydrochloride, LCM... The reactants are FC(C=C)(F)F (3,3,3-trifluoroprop-1-ene), C([O-])(O)=O.[Na+] (sodium bicarbonate), Cl\C(\C(=O)OCC)=N/O ((Z)-ethyl 2-chloro-2-(hydroxyimino)acetate). Run in CCOC(=O)C (AcOEt), CCOC(=O)C (AcOEt). Conditions: temperature 22 celsius, time 60 hour. The product is FC(C1CC(=NO1)C(=O)OCC)(F)F (ethyl 5-(trifluoromethyl)-4,5-dihydroisoxazole-3-carboxylate). Isolated yield 84.2%. Reaction SMILES: [F:1][C:2]([F:6])([F:5])[CH:3]=[CH2:4].C(=O)(O)[O-].[Na+].Cl/[C:13](=[N:19]\[OH:20])/[C:14]([O:16][CH2:17][CH3:18])=[O:15]>CCOC(C)=O>[F:1][C:2]([F:6])([F:5])[CH:3]1[O:20][N:19]=[C:13]([C:14]([O:16][CH2:17][CH3:18])=[O:15])[CH2:4]1 |f:1.2|. Procedure details: To a suspension of 3,3,3-trifluoroprop-1-ene (ca. 4.3 g, 45 mmol) in AcOEt (30 ml) and sodium bicarbonate (6.3 g, 75.0 mmol) was added at −78° C. a solution of (Z)-ethyl 2-chloro-2-(hydroxyimino)acetate (2.81 g, 18.0 mmol) in AcOEt (6 ml), the suspension was allowed to warm to 22° C. and stirring was continued for 60 h. The suspension was filtered, the filtrate was evaporated and the residue purified by chromatography on silica gel using heptane/AcOEt (10:1) to give ethyl 5-(trifluoromethyl)-4,5... Reactants: C(CCC)C1=C(C=O)C=CC=C1 (2-butylbenzaldehyde), NC1=NNC=C1 (3-aminopyrazole), O=C(CC(=O)OCC)CCC (ethyl 3-ketohexanoate). The product is C(CCC)C1=C(C=CC=C1)C1C2=C(NC(=C1C(=O)OCC)CCC)NN=C2 (Ethyl 4-(2-butylphenyl)-4,7-dihydro-6-propyl-1H-pyrazolo[3,4-b]pyridine-5-carboxylate). Reaction SMILES: [CH2:1]([C:5]1[CH:12]=[CH:11][CH:10]=[CH:9][C:6]=1[CH:7]=O)[CH2:2][CH2:3][CH3:4].[NH2:13][C:14]1[CH:18]=[CH:17][NH:16][N:15]=1.O=[C:20]([CH2:27][CH2:28][CH3:29])[CH2:21][C:22]([O:24][CH2:25][CH3:26])=[O:23]>>[CH2:1]([C:5]1[CH:12]=[CH:11][CH:10]=[CH:9][C:6]=1[CH:7]1[C:21]([C:22]([O:24][CH2:25][CH3:26])=[O:23])=[C:20]([CH2:27][CH2:28][CH3:29])[NH:13][C:14]2[NH:15][N:16]=[CH:17][C:18]1=2)[CH2:2][CH2:3][CH3:4]. Procedure details: The title compound was prepared from 2-butylbenzaldehyde, 3-aminopyrazole and ethyl 3-ketohexanoate in the same manner as in Example 25.